From a dataset of the Open Reaction Database (ORD), a public repository of structured organic reaction records. describe an organic reaction: reactants, conditions, products, and yield Run in CCOCC (ether). The yield is 76.0%. Reaction SMILES: [Cl:1][C:2]1[CH:13]=[C:12]([Cl:14])[CH:11]=[CH:10][C:3]=1[O:4][CH:5]([CH3:9])[C:6](Cl)=[O:7].[Mg].[C:16]([O:24][CH2:25][CH3:26])(=[O:23])[CH2:17][C:18]([O:20][CH2:21][CH3:22])=[O:19].C(OCC)(=O)CC(OCC)=O>CCOCC>[CH2:21]([O:20][C:18](=[O:19])[CH:17]([C:6](=[O:7])[CH:5]([O:4][C:3]1[CH:10]=[CH:11][C:12]([Cl:14])=[CH:13][C:2]=1[Cl:1])[CH3:9])[C:16]([O:24][CH2:25][CH3:26])=[O:23])[CH3:22] |f:1.2|. Reactants: C(CC(=O)OCC)(=O)OCC (diethyl malonate), ClC1=C(OC(C(=O)Cl)C)C=CC(=C1)Cl (2-(2',4'-dichloro-phenoxy)-propionyl chloride), etheral solution, [Mg].C(CC(=O)OCC)(=O)OCC (magnesium diethyl malonate), acid chloride. Procedure: A mixture of 25 g of 2-(2',4'-dichloro-phenoxy)-propionyl chloride and 30 ml of ether is added dropwise to a 35% etheral solution of magnesium-diethyl malonate prepared from 17.6 g of diethyl malonate. When the addition of the acid chloride is completed the reaction mixture is heated to boiling for an hour and worked up as described in Example 1. Thus 29 g of the desired compound are obtained in the form of a yellow oil, yield 76%, nD25 =1,355. The product is C(C)OC(C(C(=O)OCC)C(C(C)OC1=C(C=C(C=C1)Cl)Cl)=O)=O (diethyl-2-(2',4'-dichlorophenoxy)-propionyl-malonate).